Dataset: the Open Reaction Database (ORD), a public repository of structured organic reaction records. Task: describe an organic reaction: reactants, conditions, products, and yield Starting materials: CC1=CCCC=C(CCC=C(CC1)C)C (2,5,9-trimethyl-cyclododeca-1,5,9-triene), CO (methanol). The product is COC1(CCC(=CCCC(=CCCC1)C)C)C (1-Methoxy-1,4,8-trimethyl-cyclododeca-4,8-diene). Isolated yield 95.0%. Reaction SMILES: [CH3:1][C:2]1[CH2:13][CH2:12][C:11]([CH3:14])=[CH:10][CH2:9][CH2:8][C:7]([CH3:15])=[CH:6][CH2:5][CH2:4][CH:3]=1.[CH3:16][OH:17]>>[CH3:16][O:17][C:2]1([CH3:1])[CH2:3][CH2:4][CH2:5][CH:6]=[C:7]([CH3:15])[CH2:8][CH2:9][CH:10]=[C:11]([CH3:14])[CH2:12][CH2:13]1. Procedure details: 340 g (1.67 M) of 2,5,9-trimethyl-cyclododeca-1,5,9-triene and 110 g of acidic diatomaceous earth in 5000 ml of methanol (containing less than 0.05% of water) were refluxed during 40 h. After cooling at room temperature and filtration, the mixture was concentrated at reduced pressure to yield, after a distillation, 366 g of a product having b.p. 79°-110°/0.01 Torr. After fractional distillation, 212 g of starting 2,5,9-trimethylcyclododeca-1,5,9-triene (b.p.43°-52°/0.1 Torr) and 140 g of the des... Starting materials: CC(C)(C)OC(=O)CN1C(=O)C2(NC(=O)N(Cc3cc(Cl)ccc3F)C2=O)c2cc(Cl)ccc21, ClCCl, O=C(O)C(F)(F)F. The product is O=C(O)CN1C(=O)C2(NC(=O)N(Cc3cc(Cl)ccc3F)C2=O)c2cc(Cl)ccc21. As a reaction SMILES: [Cl:1][c:2]1[cH:3][c:4]2[c:5]([cH:6][cH:7]1)[N:8]([CH2:27][C:28](=[O:29])[O:30][C:31]([CH3:32])([CH3:33])[CH3:34])[C:9](=[O:26])[C:10]21[NH:11][C:12](=[O:25])[N:13]([CH2:16][c:17]2[c:18]([F:24])[cH:19][cH:20][c:21]([Cl:23])[cH:22]2)[C:14]1=[O:15].[Cl:42][CH2:43][Cl:44].[OH:35][C:36]([C:37]([F:38])([F:39])[F:40])=[O:41]>>[Cl:1][c:2]1[cH:3][c:4]2[c:5]([cH:6][cH:7]1)[N:8]([CH2:27][C:28](=[O:29])[OH:30])[C:9](=[O:26])[C:10]21[NH:11][C:12](=[O:25])[N:13]([CH2:16][c:17]2[c:18]([F:24])[cH:19][cH:20][c:21]([Cl:23])[cH:22]2)[C:14]1=[O:15]. Reactants: CS(=O)(=O)Cl, ClCCl, NC(Cc1cc(F)cc(F)c1)C(O)CNC1CCOc2ccc(I)cc21. Yields the product CS(=O)(=O)NC(Cc1cc(F)cc(F)c1)C(O)CNC1CCOc2ccc(I)cc21. Reaction SMILES: [CH3:27][S:28]([Cl:29])(=[O:30])=[O:31].[Cl:32][CH2:33][Cl:34].[NH2:1][CH:2]([CH:3]([CH2:4][NH:5][CH:6]1[CH2:7][CH2:8][O:9][c:10]2[cH:11][cH:12][c:13]([I:16])[cH:14][c:15]21)[OH:17])[CH2:18][c:19]1[cH:20][c:21]([F:26])[cH:22][c:23]([F:25])[cH:24]1>>[NH:1]([CH:2]([CH:3]([CH2:4][NH:5][CH:6]1[CH2:7][CH2:8][O:9][c:10]2[cH:11][cH:12][c:13]([I:16])[cH:14][c:15]21)[OH:17])[CH2:18][c:19]1[cH:20][c:21]([F:26])[cH:22][c:23]([F:25])[cH:24]1)[S:28]([CH3:27])(=[O:30])=[O:31]. Reactants: [OH-].[Li+] (lithium hydroxide), C(C1=CC=CC=C1)[C@@H](C(=O)N1C(OC[C@H]1C(C)C)=O)CC(=O)N(C)CC1=CC=CC=C1 (3-[2(R)-benzyl-4-(N-benzyl-N-methylamino)-4-oxobutyryl]-4(R)-isopropyl-2-oxazolidinone). Run in O1CCCC1 (tetrahydrofuran), O (water). Reaction conditions: time 5 hour. Product: C(C1=CC=CC=C1)[C@@H](C(=O)O)CC(=O)N(C)CC1=CC=CC=C1 (2(R)-Benzyl-3-(N-benzyl-N-methylaminocarbonyl)propionic acid). The yield is 28.4%. As a reaction SMILES: [OH-:1].[Li+].[CH2:3]([C@H:10]([CH2:22][C:23]([N:25]([CH2:27][C:28]1[CH:33]=[CH:32][CH:31]=[CH:30][CH:29]=1)[CH3:26])=[O:24])[C:11](N1[C@H](C(C)C)COC1=O)=[O:12])[C:4]1[CH:9]=[CH:8][CH:7]=[CH:6][CH:5]=1>O1CCCC1.O>[CH2:3]([C@H:10]([CH2:22][C:23]([N:25]([CH2:27][C:28]1[CH:33]=[CH:32][CH:31]=[CH:30][CH:29]=1)[CH3:26])=[O:24])[C:11]([OH:12])=[O:1])[C:4]1[CH:5]=[CH:6][CH:7]=[CH:8][CH:9]=1 |f:0.1|. Procedure: 80 mg (1.89 mmole) of lithium hydroxide were added to a solution of 400 mg (0.95 mmole) of 3-[2(R)-benzyl-4-(N-benzyl-N-methylamino)-4-oxobutyryl]-4(R)-isopropyl-2-oxazolidinone (prepared as described in Preparation 14) in a mixture of 10 ml of tetrahydrofuran and 4 ml of water, and the mixture was stirred at room temperature for 5 hours. At the end of this time, the solvent was removed by distillation under reduced pressure, and the resulting residue was mixed with methylene chloride. The mixtu... The reactants are ClC(=O)OC1=CC=CC=C1 (Phenyl chloroformate), ClC=1C=C(N)C=CC1C(F)(F)F (3-chloro-4-trifluoromethyl aniline), N1=CC=CC=C1 (pyridine). Solvent: C(C)(=O)OCC (ethyl acetate), Cl (HCl), C1CCOC1 (THF). Run at time 18 hour. Product: ClC=1C=C(C=CC1C(F)(F)F)NC(OC1=CC=CC=C1)=O (Phenyl [3-chloro-4-(trifluoromethyl)phenyl]carbamate). RXN SMILES: Cl[C:2]([O:4][C:5]1[CH:10]=[CH:9][CH:8]=[CH:7][CH:6]=1)=[O:3].[Cl:11][C:12]1[CH:13]=[C:14]([CH:16]=[CH:17][C:18]=1[C:19]([F:22])([F:21])[F:20])[NH2:15].N1C=CC=CC=1>C1COCC1.C(OCC)(=O)C.Cl>[Cl:11][C:12]1[CH:13]=[C:14]([NH:15][C:2](=[O:3])[O:4][C:5]2[CH:10]=[CH:9][CH:8]=[CH:7][CH:6]=2)[CH:16]=[CH:17][C:18]=1[C:19]([F:21])([F:22])[F:20]. Procedure: Phenyl chloroformate (0.86 mL) was added slowly to a stirring solution of 3-chloro-4-trifluoromethyl aniline (933 mg) in THF (10 mL) containing pyridine (1.07 mL) under an argon atmosphere. The reaction was stirred for 18 h then diluted with ethyl acetate (35 mL) and 1M HCl (20 mL). The organic layer was separated and washed with saturated aqueous NaHCO3 then dried (MgSO4), filtered and evaporated. Trituration with 1:9 EtOAc:isohexanes (10 mL) at reflux followed by cooling to RT afforded a solid... Reactants: BrC1=CC=C(C=C1)S (4-bromothiophenol), BrC(C(=O)OC(C)(C)C)(C)C (tert-butyl 2-bromoisobutyrate). The product is BrC1=CC=C(C=C1)SC(C(=O)OC(C)(C)C)(C)C (tert-butyl 2-(4-bromophenylthio)-2-methylpropionate). The yield is 80.0%. RXN SMILES: [Br:1][C:2]1[CH:7]=[CH:6][C:5]([SH:8])=[CH:4][CH:3]=1.Br[C:10]([CH3:19])([CH3:18])[C:11]([O:13][C:14]([CH3:17])([CH3:16])[CH3:15])=[O:12]>>[Br:1][C:2]1[CH:7]=[CH:6][C:5]([S:8][C:10]([CH3:19])([CH3:18])[C:11]([O:13][C:14]([CH3:17])([CH3:16])[CH3:15])=[O:12])=[CH:4][CH:3]=1. Procedure: As above, tert-butyl 2-[4-(2-aminoethyl)phenylthio]-2-methylpropionate was obtained in 86% yield by reacting 4-bromothiophenol (1) as a starting material with tert-butyl 2-bromoisobutyrate to obtain tert-butyl 2-(4-bromophenylthio)-2-methylpropionate (2) in 80% yield, reacting it with N-vinyl phthalimide in presence of palladium catalyst for 24 hours to obtain tert-butyl 2-[4-(2-phthalimidoethenyl)phenylthio]-2-methylpropionate (3) in 84% yield, reducing the resulted compound (3) under Wilkinson... The reactants are [BH4-].[Na+] (Sodium borohydride), N1=NC(=CC=C1)C1=CC=C(C=C1)/C=C/C=O ((2E)-3-[4-(3-Pyridazinyl)phenyl]-2-propenal). Solvent: C(C)O (ethanol). Reaction conditions: time 20 minute. Yields the product N1=NC(=CC=C1)C1=CC=C(C=C1)/C=C/CO ((2E)-3-[4-(3-Pyridazinyl)phenyl]-2-propen-1-ol). Yield: 89.3%. As a reaction SMILES: [BH4-].[Na+].[N:3]1[CH:8]=[CH:7][CH:6]=[C:5]([C:9]2[CH:14]=[CH:13][C:12](/[CH:15]=[CH:16]/[CH:17]=[O:18])=[CH:11][CH:10]=2)[N:4]=1>C(O)C>[N:3]1[CH:8]=[CH:7][CH:6]=[C:5]([C:9]2[CH:14]=[CH:13][C:12](/[CH:15]=[CH:16]/[CH2:17][OH:18])=[CH:11][CH:10]=2)[N:4]=1 |f:0.1|. Procedure: Sodium borohydride (90 mg, 2.38 mmol) was added to a suspension of (2E)-3-[4-(3-pyridazinyl)phenyl]-2-propenal (400 mg, 1.90 mmol, prepared as described in Reference Example 61) in ethanol (5 mL) maintained in a room temperature water bath. After 20 min, the reaction was quenched with water (10 mL), allowed to stir for 10 min, and then concentrated to remove the ethanol. The solids were removed by filtration, washed with water, and dried in vacuo to provide 360 mg (89%) of the title compound. MS...